From a dataset of the Open Reaction Database (ORD), a public repository of structured organic reaction records. describe an organic reaction: reactants, conditions, products, and yield Starting materials: CCCCCCC=C (octene-1), C(C)O[SiH](OCC)OCC (triethoxysilane), C1(=CC=CC=C1)C (toluene), C(C)(=O)O (acetic acid), Teflon, CCCCCCC=C (octene-1). The reagents and catalysts are [H+].[H+].Cl[Pt-2](Cl)(Cl)(Cl)(Cl)Cl (chloroplatinic acid). Solvent: C(C)(C)O (isopropyl alcohol). Conditions: temperature 50 celsius. Yields the product C(CCCCCCC)[Si](OCC)(OCC)OCC (n-octyltriethoxysilane). Yield: 92.0%. As a reaction SMILES: [CH3:1][CH2:2][CH2:3][CH2:4][CH2:5][CH2:6][CH:7]=[CH2:8].[CH2:9]([O:11][SiH:12]([O:16][CH2:17][CH3:18])[O:13][CH2:14][CH3:15])[CH3:10].C1(C)C=CC=CC=1.C(O)(=O)C>[H+].[H+].Cl[Pt-2](Cl)(Cl)(Cl)(Cl)Cl.C(O)(C)C>[CH2:8]([Si:12]([O:16][CH2:17][CH3:18])([O:13][CH2:14][CH3:15])[O:11][CH2:9][CH3:10])[CH2:7][CH2:6][CH2:5][CH2:4][CH2:3][CH2:2][CH3:1] |f:4.5.6|. Reported procedure: 224 mg Of octene-1, 328 mg of triethoxysilane and 56 mg of toluene were placed in a glass reaction tube and 0.002 ml of acetic acid was then added. Then, 0.001 ml of an isopropyl alcohol solution of chloroplatinic acid (platinum content: 0.39%) was added to this mixture. The reaction tube was sealed with Teflon tape and heated for 30 minutes in an oil bath at 50° C. When the contents were analyzed by GC-MS following cooling, the conversion rate of octene-1 was 96.6% and n-octyltriethoxysilane wa... The reactants are CCOC(C)=O, COC(=O)C=Cc1ccc(OCCCC(=O)OC)cc1OCCCCCO, CO. Yields the product COC(=O)CCCOc1ccc(CCC(=O)OC)c(OCCCCCO)c1. RXN SMILES: [C:28]([O:29][CH2:30][CH3:31])(=[O:32])[CH3:33].[CH3:1][O:2][C:3]([CH2:4][CH2:5][CH2:6][O:7][c:8]1[cH:9][c:10]([O:20][CH2:21][CH2:22][CH2:23][CH2:24][CH2:25][OH:26])[c:11]([CH:14]=[CH:15][C:16](=[O:17])[O:18][CH3:19])[cH:12][cH:13]1)=[O:27].[CH3:34][OH:35]>>[CH3:1][O:2][C:3]([CH2:4][CH2:5][CH2:6][O:7][c:8]1[cH:9][c:10]([O:20][CH2:21][CH2:22][CH2:23][CH2:24][CH2:25][OH:26])[c:11]([CH2:14][CH2:15][C:16](=[O:17])[O:18][CH3:19])[cH:12][cH:13]1)=[O:27]. The reactants are C1(CCCC1)[C@@H]1NC(O[C@H]2[C@H](CC/C=C/CC=3C(=NC=4C=CC=CC4C3OCC)O[C@@H]3C[C@H](N(C1=O)C3)C(=O)OC)CCC2)=O (methyl (3aR,7S,10S,12R,21E,24aS)-7-cyclopentyl-19-ethoxy-5,8-dioxo-1,2,3,3a,5,6,7,8,11,12,20,23,24,24a-tetradecahydro-10H-9,12-methanocyclopenta[18,19][1,10,3,6]dioxadiazacyclononadecino[11,12-b]quinoline-10-carboxylate). Reagents/catalysts: [Rh] (Rh/C). Run in C(C)(=O)OCC (ethyl acetate), CO (methanol). Reaction conditions: time 18 hour. The product is C1(CCCC1)[C@@H]1NC(O[C@H]2[C@H](CCCCCC=3C(=NC=4C=CC=CC4C3OCC)O[C@@H]3C[C@H](N(C1=O)C3)C(=O)OC)CCC2)=O (methyl (3aR,7S,10S,12R,24aR)-7-cyclopentyl-19-ethoxy-5,8-dioxo-1,2,3,3a,5,6,7,8,11,12,20,21,22,23,24,24a-hexadecahydro-10H-9,12-methanocyclopenta[18,19][1,10,3,6]dioxadiazacyclononadecino[11,12-b]quinoline-10-carboxylate). Yield: 99.7%. As a reaction SMILES: [CH:1]1([C@H:6]2[C:35](=[O:36])[N:34]3[CH2:37][C@@H:31]([CH2:32][C@H:33]3[C:38]([O:40][CH3:41])=[O:39])[O:30][C:18]3=[N:19][C:20]4[CH:21]=[CH:22][CH:23]=[CH:24][C:25]=4[C:26]([O:27][CH2:28][CH3:29])=[C:17]3[CH2:16][CH:15]=[CH:14][CH2:13][CH2:12][C@@H:11]3[CH2:42][CH2:43][CH2:44][C@H:10]3[O:9][C:8](=[O:45])[NH:7]2)[CH2:5][CH2:4][CH2:3][CH2:2]1>C(OCC)(=O)C.CO.[Rh]>[CH:1]1([C@H:6]2[C:35](=[O:36])[N:34]3[CH2:37][C@@H:31]([CH2:32][C@H:33]3[C:38]([O:40][CH3:41])=[O:39])[O:30][C:18]3=[N:19][C:20]4[CH:21]=[CH:22][CH:23]=[CH:24][C:25]=4[C:26]([O:27][CH2:28][CH3:29])=[C:17]3[CH2:16][CH2:15][CH2:14][CH2:13][CH2:12][C@@H:11]3[CH2:42][CH2:43][CH2:44][C@H:10]3[O:9][C:8](=[O:45])[NH:7]2)[CH2:5][CH2:4][CH2:3][CH2:2]1. Reported procedure: To a solution of methyl (3aR,7S,10S,12R,21E,24aS)-7-cyclopentyl-19-ethoxy-5,8-dioxo-1,2,3,3a,5,6,7,8,11,12,20,23,24,24a-tetradecahydro-10H-9,12-methanocyclopenta[18,19][1,10,3,6]dioxadiazacyclononadecino[11,12-b]quinoline-10-carboxylate (Example 1, Step 4) (100 mg) in ethyl acetate (20 ml) and methanol (20 ml) was added 5% Rh/C (20 mg) and the mixture was stirred for 18 hours under hydrogen atmosphere. After exchanging the atmosphere for nitrogen, the reaction mixture was filtered and concentrat... Reactants: CC(=O)CC(C)C, Cc1cc(N2CNC(=O)C23CCNCC3)ccc1Cl, O=c1[nH]c2ccccc2n1CCCCl, [I-], [K+], [Na+], [Na+], O=C([O-])[O-], O. The product is Cc1cc(N2CNC(=O)C23CCN(CCCn2c(=O)[nH]c4ccccc42)CC3)ccc1Cl. RXN SMILES: [CH3:43][CH:44]([CH3:45])[CH2:46][C:47](=[O:48])[CH3:49].[Cl:15][c:16]1[c:17]([CH3:33])[cH:18][c:19]([N:22]2[CH2:23][NH:24][C:25](=[O:32])[C:26]23[CH2:27][CH2:28][NH:29][CH2:30][CH2:31]3)[cH:20][cH:21]1.[Cl:1][CH2:2][CH2:3][CH2:4][n:5]1[c:6](=[O:14])[nH:7][c:8]2[c:9]1[cH:10][cH:11][cH:12][cH:13]2.[I-:41].[K+:40].[Na+:34].[Na+:35].[O-:36][C:37](=[O:38])[O-:39].[OH2:42]>>[CH2:2]([CH2:3][CH2:4][n:5]1[c:6](=[O:14])[nH:7][c:8]2[c:9]1[cH:10][cH:11][cH:12][cH:13]2)[N:29]1[CH2:28][CH2:27][C:26]2([N:22]([c:19]3[cH:18][c:17]([CH3:33])[c:16]([Cl:15])[cH:21][cH:20]3)[CH2:23][NH:24][C:25]2=[O:32])[CH2:31][CH2:30]1.